From a dataset of the Open Reaction Database (ORD), a public repository of structured organic reaction records. describe an organic reaction: reactants, conditions, products, and yield The reactants are III, CN1C(CC(CC1(C)C)\C(=C(/C(=O)[O-])\C1CC(N(C(C1)(C)C)C)(C)C)\C(=O)[O-])(C)C (Bis(1,2,2,6,6-pentamethyl-4-piperidyl)fumarate), C(=C)OCCCC (butyl vinyl ether), C(C)(C)(C1=CC=CC=C1)OOC(C)(C)C1=CC=CC=C1 (dicumyl peroxide). Run in C1(=CC=CC=C1)C (toluene). Product: CN1C(CC(CC1(C)C)\C(=C(/C(=O)[O-])\C1CC(N(C(C1)(C)C)C)(C)C)\C(=O)[O-])(C)C.C(=C)OCCCC (bis(1,2,2,6,6-pentamethyl-4-piperidyl)fumarate butyl vinyl ether). Reaction SMILES: [CH3:1][N:2]1[C:7]([CH3:9])([CH3:8])[CH2:6][CH:5](/[C:10](/[C:26]([O-:28])=[O:27])=[C:11](/[CH:15]2[CH2:20][C:19]([CH3:22])([CH3:21])[N:18]([CH3:23])[C:17]([CH3:25])([CH3:24])[CH2:16]2)\[C:12]([O-:14])=[O:13])[CH2:4][C:3]1([CH3:30])[CH3:29].[CH:31]([O:33][CH2:34][CH2:35][CH2:36][CH3:37])=[CH2:32].C(OOC(C1C=CC=CC=1)(C)C)(C1C=CC=CC=1)(C)C>C1(C)C=CC=CC=1>[CH3:23][N:18]1[C:19]([CH3:21])([CH3:22])[CH2:20][CH:15](/[C:11](/[C:12]([O-:14])=[O:13])=[C:10](/[CH:5]2[CH2:6][C:7]([CH3:8])([CH3:9])[N:2]([CH3:1])[C:3]([CH3:30])([CH3:29])[CH2:4]2)\[C:26]([O-:28])=[O:27])[CH2:16][C:17]1([CH3:25])[CH3:24].[CH:31]([O:33][CH2:34][CH2:35][CH2:36][CH3:37])=[CH2:32] |f:4.5|. Procedure details: Bis(1,2,2,6,6-pentamethyl-4-piperidyl)fumarate 2.1 g, butyl vinyl ether 0.47 g, dicumyl peroxide 0.026 g and toluene 5 ml were stirred at 110° C. for ten hours. The solvent was distilled off and a glassy solid was obtained. (Stabilizer No. III) The reactants are C[Si](C)(C)Br, Nc1c(F)cccc1F, c1ccccc1. The product is C[Si](C)(C)Nc1c(F)cccc1F. RXN SMILES: [CH3:1][Si:2]([CH3:3])([CH3:4])[Br:5].[F:6][c:7]1[c:8]([NH2:9])[c:10]([F:14])[cH:11][cH:12][cH:13]1.[cH:15]1[cH:16][cH:17][cH:18][cH:19][cH:20]1>>[CH3:1][Si:2]([CH3:3])([CH3:4])[NH:9][c:8]1[c:7]([F:6])[cH:13][cH:12][cH:11][c:10]1[F:14].